Dataset: the Open Reaction Database (ORD), a public repository of structured organic reaction records. Task: describe an organic reaction: reactants, conditions, products, and yield Starting materials: C(=O)(O)[O-].[Na+] (NaHCO3), ClC1=C(C(=O)N2CCC(\C(\C3=C2C=CC=C3)=C/C(=O)NCC(=O)O)(F)F)C=CC(=C1)N1N=C(C=C1)C ([((2Z)-2-{1-[2-chloro-4-(3-methyl-1H-pyrazol-1-yl)benzoyl]-4,4-difluoro-1,2,3,4-tetrahydro-5H-1-benzazepin-5-ylidene}acetyl)amino]acetic acid), C=1C=CC2=C(C1)N=NN2O (HOBt), CCN=C=NCCCN(C)C.Cl (EDCI.HCl), CN.C1CCOC1 (methylamine THF). The solvent is C1CCOC1 (THF). Reaction conditions: time 8 hour. The product is ClC1=C(C(=O)N2CCC(\C(\C3=C2C=CC=C3)=C/C(=O)NCC(=O)NC)(F)F)C=CC(=C1)N1N=C(C=C1)C ((2Z)-2-{1-[2-chloro-4-(3-methyl-1H-pyrazol-1-yl)benzoyl]-4,4-difluoro-1,2,3,4-tetrahydro-5H-1-benzazepin-5-ylidene}-N-[2-(methylamino)-2-oxoethyl]acetamide). Yield: 19.3%. Reaction SMILES: [Cl:1][C:2]1[CH:30]=[C:29]([N:31]2[CH:35]=[CH:34][C:33]([CH3:36])=[N:32]2)[CH:28]=[CH:27][C:3]=1[C:4]([N:6]1[C:12]2[CH:13]=[CH:14][CH:15]=[CH:16][C:11]=2/[C:10](=[CH:17]/[C:18]([NH:20][CH2:21][C:22](O)=[O:23])=[O:19])/[C:9]([F:26])([F:25])[CH2:8][CH2:7]1)=[O:5].C1C=CC2N(O)N=[N:43][C:41]=2C=1.CCN=C=NCCCN(C)C.Cl.CN.C1COCC1.C([O-])(O)=O.[Na+]>C1COCC1>[Cl:1][C:2]1[CH:30]=[C:29]([N:31]2[CH:35]=[CH:34][C:33]([CH3:36])=[N:32]2)[CH:28]=[CH:27][C:3]=1[C:4]([N:6]1[C:12]2[CH:13]=[CH:14][CH:15]=[CH:16][C:11]=2/[C:10](=[CH:17]/[C:18]([NH:20][CH2:21][C:22]([NH:43][CH3:41])=[O:23])=[O:19])/[C:9]([F:26])([F:25])[CH2:8][CH2:7]1)=[O:5] |f:2.3,4.5,6.7|. Procedure details: To a solution of 258 mg of the compound of Example 10, 71 mg of HOBt and 101 mg of EDCI.HCl in 5 ml of THF, and 0.5 ml of 2.0 M methylamine-THF solution were added, and the mixture was stirred at room temperature overnight. The reaction solution was mixed with saturated NaHCO3 aq. and extracted with chloroform. The organic layer was dried over anhydrous magnesium sulfate. The crude product obtained by evaporation of the solvent was purified by silica gel column chromatography (chloroform-MeOH (3... Reactants: [H-].[Na+] (Sodium hydride), ClCCOC1=CC=C(C(=O)N)C=C1 (4-(2-chloroethoxy)benzamide), N1C=NC=C1 (imidazole). Solvent: CN(C=O)C (N,N-dimethylformamide), CN(C=O)C (N,N-dimethylformamide). Reaction conditions: temperature 100 celsius. The product is C(N)(=O)C1=CC=C(OCCN2C=NC=C2)C=C1 (1-[2-(4-carbamoyl phenoxy)ethyl]imidazole). The yield is 50.8%. As a reaction SMILES: [H-].[Na+].[NH:3]1[CH:7]=[CH:6][N:5]=[CH:4]1.Cl[CH2:9][CH2:10][O:11][C:12]1[CH:20]=[CH:19][C:15]([C:16]([NH2:18])=[O:17])=[CH:14][CH:13]=1>CN(C)C=O>[C:16]([C:15]1[CH:19]=[CH:20][C:12]([O:11][CH2:10][CH2:9][N:3]2[CH:7]=[CH:6][N:5]=[CH:4]2)=[CH:13][CH:14]=1)(=[O:17])[NH2:18] |f:0.1|. Reported procedure: Sodium hydride (14.4 g, 50% suspension in mineral oil) was added cautiously to a stirred and cooled solution of imidazole (20.4 g) in dry N,N-dimethylformamide (100 ml). After the initial vigorous reaction had subsided the mixture was heated to 100° C. for 10 minutes and then stirred at room temperature for a further 1 hour. A solution of 4-(2-chloroethoxy)benzamide (60.0 g) in the minimum volume of N,N-dimethylformamide was added and the mixture was heated at 100° C. for 5.5 hours. The solvent ... Starting materials: [BH4-].[Na+] (NaBH4), ice, ClC=1C=C(C=CC1C#N)N[C@H](C(=O)O)CC(=O)OC(C)(C)C ((2S)-2-[(3-chloro-4-cyanophenyl)amino]-4-[(1,1-dimethylethyl)oxy]-4-oxobutanoic acid), C(=O)(C=1NC=CN1)C=1NC=CN1 (carbonyl diimidazole), C(=O)=O (dry ice), Cl (HCl), [BH4-].[Na+] (NaBH4). Run in C1CCOC1 (THF), C1CCOC1 (THF), O (H2O), CCOC(=O)C (EtOAc). Conditions: temperature -70 celsius, time 1 hour. Yields the product ClC=1C=C(C=CC1C#N)N[C@@H](CC(=O)OC(C)(C)C)CO (1,1-dimethylethyl (3S)-3-[(3-chloro-4-cyanophenyl)amino]-4-hydroxybutanoate). RXN SMILES: [Cl:1][C:2]1[CH:3]=[C:4]([NH:10][C@@H:11]([CH2:15][C:16]([O:18][C:19]([CH3:22])([CH3:21])[CH3:20])=[O:17])[C:12](O)=[O:13])[CH:5]=[CH:6][C:7]=1[C:8]#[N:9].C(C1NC=CN=1)(C1NC=CN=1)=O.C(=O)=O.[BH4-].[Na+].Cl>C1COCC1.O.CCOC(C)=O>[Cl:1][C:2]1[CH:3]=[C:4]([NH:10][C@H:11]([CH2:12][OH:13])[CH2:15][C:16]([O:18][C:19]([CH3:20])([CH3:22])[CH3:21])=[O:17])[CH:5]=[CH:6][C:7]=1[C:8]#[N:9] |f:3.4|. Procedure: To a solution of (2S)-2-[(3-chloro-4-cyanophenyl)amino]-4-[(1,1-dimethylethyl)oxy]-4-oxobutanoic acid (115.0 g, 0.35 mol) in THF (300 mL) at −65° C. in a dry-ice/acetone bath was added portionwise carbonyl diimidazole (68.9 g, 0.43 mol) at such a rate as to maintain or decrease temperature. After the addition was complete, the reaction was stirred for an additional 1 h. This solution was transferred to a jacketed addition funnel containing dry ice in the jacket to maintain a solution temperature... The reactants are C(CCC)C1=NC=CC2=CC=C(C=C12)C(=O)O (1-butylisoquinoline-7-carboxylic acid), S(O)(O)(=O)=O (sulfuric acid), CO (methanol). Yields the product C(CCC)C1=NC=CC2=CC=C(C=C12)C(=O)OC (methyl 1-butylisoquinoline-7-carboxylate). RXN SMILES: [CH2:1]([C:5]1[C:14]2[C:9](=[CH:10][CH:11]=[C:12]([C:15]([OH:17])=[O:16])[CH:13]=2)[CH:8]=[CH:7][N:6]=1)[CH2:2][CH2:3][CH3:4].S(=O)(=O)(O)O.[CH3:23]O>>[CH2:1]([C:5]1[C:14]2[C:9](=[CH:10][CH:11]=[C:12]([C:15]([O:17][CH3:23])=[O:16])[CH:13]=2)[CH:8]=[CH:7][N:6]=1)[CH2:2][CH2:3][CH3:4]. Procedure details: A solution of 1-butylisoquinoline-7-carboxylic acid (325 mg, 1.41 mmol) in methanol (25 mL) containing concentrated sulfuric acid (800 μL) was refluxed overnight. The reaction mixture was then concentrated under reduced pressure, diluted with methylene chloride, washed with water, and saturated sodium chloride. The organic layer was then dried (sodium sulfate), filtered, and concentrated to yield methyl 1-butylisoquinoline-7-carboxylate (350 mg): ESI MS m/z 244 [M+H]+; The reactants are Cl, CC(c1ccc(-c2ccc(F)cc2F)cc1)N1CCC(CCN)(c2ccc(F)cc2)OC1=O, NC(N)=O, O. The product is CC(c1ccc(-c2ccc(F)cc2F)cc1)N1CCC(CCNC(N)=O)(c2ccc(F)cc2)OC1=O. As a reaction SMILES: [ClH:38].[NH2:1][CH2:2][CH2:3][C:4]1([c:27]2[cH:28][cH:29][c:30]([F:33])[cH:31][cH:32]2)[CH2:5][CH2:6][N:7]([CH:11]([CH3:12])[c:13]2[cH:14][cH:15][c:16](-[c:19]3[c:20]([F:26])[cH:21][c:22]([F:25])[cH:23][cH:24]3)[cH:17][cH:18]2)[C:8](=[O:10])[O:9]1.[NH2:34][C:35]([NH2:36])=[O:37].[OH2:39]>>[NH:1]([CH2:2][CH2:3][C:4]1([c:27]2[cH:28][cH:29][c:30]([F:33])[cH:31][cH:32]2)[CH2:5][CH2:6][N:7]([CH:11]([CH3:12])[c:13]2[cH:14][cH:15][c:16](-[c:19]3[c:20]([F:26])[cH:21][c:22]([F:25])[cH:23][cH:24]3)[cH:17][cH:18]2)[C:8](=[O:10])[O:9]1)[C:35]([NH2:34])=[O:37]. Reactants: ClC=1C=CC(=C(C1)N1CCN(CC1)CCNC1=NC=CC(=N1)C(=O)OC)OC (methyl 2-[[2-[4-(5-chloro-2-methoxyphenyl)piperazin- 1-yl]ethyl]amino]-pyrimidine-4-carboxylate), NCCCNC=1NC=CC(N1)=O (2-[(3-aminopropyl)amino]pyrimidin-4(1H)-one). Run in C(CCC)O (n-butanol). Yields the product ClC=1C=CC(=C(C1)N1CCN(CC1)CCNC1=NC=CC(=N1)C(=O)NCCCNC=1NC=CC(N1)=O)OC (2-[[2-[4-(5-Chloro-2-methoxyphenyl)piperazin-1-yl)ethyl]amino]-N-[3-[(4-oxo-1,4-dihydropyrimidin-2-yl)amino]propyl]pyrimidine-4-carboxamide). As a reaction SMILES: [Cl:1][C:2]1[CH:3]=[CH:4][C:5]([O:27][CH3:28])=[C:6]([N:8]2[CH2:13][CH2:12][N:11]([CH2:14][CH2:15][NH:16][C:17]3[N:22]=[C:21]([C:23](OC)=[O:24])[CH:20]=[CH:19][N:18]=3)[CH2:10][CH2:9]2)[CH:7]=1.[NH2:29][CH2:30][CH2:31][CH2:32][NH:33][C:34]1[NH:35][CH:36]=[CH:37][C:38](=[O:40])[N:39]=1>C(O)CCC>[Cl:1][C:2]1[CH:3]=[CH:4][C:5]([O:27][CH3:28])=[C:6]([N:8]2[CH2:9][CH2:10][N:11]([CH2:14][CH2:15][NH:16][C:17]3[N:22]=[C:21]([C:23]([NH:29][CH2:30][CH2:31][CH2:32][NH:33][C:34]4[NH:35][CH:36]=[CH:37][C:38](=[O:40])[N:39]=4)=[O:24])[CH:20]=[CH:19][N:18]=3)[CH2:12][CH2:13]2)[CH:7]=1. Procedure: 3.0 g (7.4 mmols) of methyl 2-[[2-[4-(5-chloro-2-methoxyphenyl)piperazin- 1-yl]ethyl]amino]-pyrimidine-4-carboxylate and 1.5 g (8.9 mmols) of 2-[(3-aminopropyl)amino]pyrimidin-4(1H)-one in 20 ml of n-butanol are introduced into a 100 ml, round bottomed flask. The mixture is heated at the reflux temperature of the solvent for 20 hours and then the solvent is evaporated under reduced pressure. The reactants are ClCC(=O)Cl (2-chloroacetyl chloride), N1(CCCC1)C1=NC(=CC(=N1)N1CCNCC1)N1CCCC1 (1-[2,6-di(1-pyrrolidinyl)-4-pyrimidinyl]piperazine). Run in C(Cl)(Cl)Cl (chloroform), C(Cl)(Cl)Cl (chloroform). The product is ClCC(=O)N1CCN(CC1)C1=NC(=NC(=C1)N1CCCC1)N1CCCC1 (1-(2-chloroacetyl)-4-[2,6-di(1-pyrrolidinyl)-4-pyrimidinyl]piperazine), chloroacetyl. The yield is 97.0%. As a reaction SMILES: [N:1]1([C:6]2[N:11]=[C:10]([N:12]3[CH2:17][CH2:16][NH:15][CH2:14][CH2:13]3)[CH:9]=[C:8]([N:18]3[CH2:22][CH2:21][CH2:20][CH2:19]3)[N:7]=2)[CH2:5][CH2:4][CH2:3][CH2:2]1.[Cl:23][CH2:24][C:25](Cl)=[O:26]>C(Cl)(Cl)Cl>[Cl:23][CH2:24][C:25]([N:15]1[CH2:16][CH2:17][N:12]([C:10]2[CH:9]=[C:8]([N:18]3[CH2:19][CH2:20][CH2:21][CH2:22]3)[N:7]=[C:6]([N:1]3[CH2:5][CH2:4][CH2:3][CH2:2]3)[N:11]=2)[CH2:13][CH2:14]1)=[O:26]. Reported procedure: The starting 1-(2-chloroacetyl)-4-[2,6-di(1-pyrrolidinyl)-4-pyrimidinyl]piperazine was prepared as follows: 1-[2,6-di(1-pyrrolidinyl)-4-pyrimidinyl]piperazine (1.65 g, 5.4 mmol) was dissolved in anhydrous chloroform (30 ml), the solution was cooled to 0°-5° C. and 2-chloroacetyl chloride (0.50 ml, 0.79 g, 7.0 mmol) in anhydrous chloroform (5 ml) was added dropwise under stirring. The mixture was stirred for one hour, concentrated and the residue was dissolved in 100 ml of water. The aqueous solu...